From a dataset of the Open Reaction Database (ORD), a public repository of structured organic reaction records. describe an organic reaction: reactants, conditions, products, and yield The reactants are C(=O)C1=CC(=NC=C1)N[C@H]1[C@@H](CCCC1)N[C@@H]1CN(CCC1)C1=CC=C(C#N)C=C1 (4-((S)-3-(((1R,2R)-2-((4-formylpyridin-2-yl)amino)cyclohexyl)amino)piperidin-1-yl)benzonitrile), [BH4-].[Na+] (NaBH4). The solvent is C1CCOC1 (THF). Run at temperature 0 celsius, time 2 hour. Product: OCC1=CC(=NC=C1)N[C@H]1[C@@H](CCCC1)N[C@@H]1CN(CCC1)C1=CC=C(C#N)C=C1 (4-((S)-3-(((1R,2R)-2-((4-(hydroxymethyl)pyridin-2-yl)amino)cyclohexyl)amino)piperidin-1-yl)benzonitrile). Isolated yield 21.8%. As a reaction SMILES: [CH:1]([C:3]1[CH:8]=[CH:7][N:6]=[C:5]([NH:9][C@@H:10]2[CH2:15][CH2:14][CH2:13][CH2:12][C@H:11]2[NH:16][C@H:17]2[CH2:22][CH2:21][CH2:20][N:19]([C:23]3[CH:30]=[CH:29][C:26]([C:27]#[N:28])=[CH:25][CH:24]=3)[CH2:18]2)[CH:4]=1)=[O:2].[BH4-].[Na+]>C1COCC1>[OH:2][CH2:1][C:3]1[CH:8]=[CH:7][N:6]=[C:5]([NH:9][C@@H:10]2[CH2:15][CH2:14][CH2:13][CH2:12][C@H:11]2[NH:16][C@H:17]2[CH2:22][CH2:21][CH2:20][N:19]([C:23]3[CH:24]=[CH:25][C:26]([C:27]#[N:28])=[CH:29][CH:30]=3)[CH2:18]2)[CH:4]=1 |f:1.2|. Procedure details: To a round bottom flask was added 4-((S)-3-(((1R,2R)-2-((4-formylpyridin-2-yl)amino)cyclohexyl)amino)piperidin-1-yl)benzonitrile (100 mg, 0.248 mmol) and THF (1 mL). The reaction was cooled to 0° C. and NaBH4 (9.38 mg, 0.248 mmol) was added to the reaction. The reaction was stirred at 0° C. for 2 hrs. The reaction was quenched with 1N NH4Cl (0.5 ml) and then diluted with EtOAc (30 ml). The organics was washed with water (2×15 ml) and saturated NaCl solution (15 ml). The organic layer dried over ... Starting materials: OC(C)C=1OC=CC1OC (2-(1-hydroxyethyl)-3-methoxy-furan), ClCl (chlorine), [OH-].[Na+] (NaOH). The solvent is CO (methanol), O (water), O (water), CO (methanol). Reaction conditions: temperature 90 celsius. Yields the product CC1=C(C(=O)C=CO1)O (maltol). Reaction SMILES: [OH:1][CH:2]([C:4]1[O:5][CH:6]=[CH:7][C:8]=1[O:9]C)[CH3:3].ClCl.[OH-].[Na+]>CO.O>[CH3:3][C:2]1[O:1][CH:6]=[CH:7][C:8](=[O:9])[C:4]=1[OH:5] |f:2.3|. Procedure details: 2-(1-hydroxyethyl)-3-methoxy-furan (0.350 g, 2.5 mmole) in 4 ml of methanol and 1 ml of water was added to a solution of 2 ml of methanol and 5 ml of water as chlorine gas (2.5 mmoles) was added to the well stirred reaction. The temperature of the reaction was kept below -10° C. at all times. Following the addition the reaction was heated to 90° C. for 3 hours. After cooling, the reaction was adjusted to a pH 2.2 with 50% NaOH solution, the reaction was extracted with chloroform and the chlorofo... Starting materials: C=O, COc1ccccc1Nc1ncc(Cl)c(Nc2ccc(N3CCNCC3)c3c2C(=O)N(C)C3)n1, CC(Cl)Cl, [Na+], [OH-]. The product is COc1ccccc1Nc1ncc(Cl)c(Nc2ccc(N3CCN(C)CC3)c3c2C(=O)N(C)C3)n1. As a reaction SMILES: [CH2:35]=[O:36].[Cl:1][c:2]1[c:3]([NH:17][c:18]2[cH:19][cH:20][c:21]([N:29]3[CH2:30][CH2:31][NH:32][CH2:33][CH2:34]3)[c:22]3[c:26]2[C:25](=[O:27])[N:24]([CH3:28])[CH2:23]3)[n:4][c:5]([NH:8][c:9]2[c:10]([O:15][CH3:16])[cH:11][cH:12][cH:13][cH:14]2)[n:6][cH:7]1.[Cl:39][CH:40]([Cl:41])[CH3:42].[Na+:38].[OH-:37]>>[Cl:1][c:2]1[c:3]([NH:17][c:18]2[cH:19][cH:20][c:21]([N:29]3[CH2:30][CH2:31][N:32]([CH3:35])[CH2:33][CH2:34]3)[c:22]3[c:26]2[C:25](=[O:27])[N:24]([CH3:28])[CH2:23]3)[n:4][c:5]([NH:8][c:9]2[c:10]([O:15][CH3:16])[cH:11][cH:12][cH:13][cH:14]2)[n:6][cH:7]1. Reactants: [Al+3].[Cl-].[Cl-].[Cl-] (AlCl3), Cl (HCl), ice, three, C(\C(\C)=C\C)(=O)Cl (Tigloyl Chloride), COC1=CC=C(C=C1)OC (1,4-dimethoxybenzene). Run in C(Cl)Cl (CH2Cl2), C(Cl)Cl (CH2Cl2). Conditions: time 2 hour. The product is COC1=C2C(C(C(C2=C(C=C1)OC)=O)C)C (4,7-dimethoxy-2,3-dimethyl-1-indanone). Yield: 12.4%. As a reaction SMILES: [Al+3].[Cl-].[Cl-].[Cl-].[C:5](Cl)(=[O:10])/[C:6](=[CH:8]/[CH3:9])/[CH3:7].[CH3:12][O:13][C:14]1[CH:19]=[CH:18][C:17]([O:20][CH3:21])=[CH:16][CH:15]=1.Cl>C(Cl)Cl>[CH3:12][O:13][C:14]1[CH:19]=[CH:18][C:17]([O:20][CH3:21])=[C:16]2[C:15]=1[CH:8]([CH3:9])[CH:6]([CH3:7])[C:5]2=[O:10] |f:0.1.2.3|. Reported procedure: AlCl3 (64 g, 0.48 mol) and CH2Cl2 (250 ml) (dried with magnesium sulfate) were placed under an argon atmosphere in a 500 ml three necked round bottomed flask fitted with a magnetic stirring apparatus, an addition funnel, an inner thermometer and a reflux condenser. A mixture of tigloyl chloride (33) (42 g, 0.35 mol) and 1,4-dimethoxybenzene (48.4 g, 0.35 mol, dissolved in CH2Cl2 (75 ml)) was added over a period of 1 h at −10° C. under vigorous stirring. After 2 h stirring at −2° C. to −5° C. the... Reactants: SC=1SC(=C(N1)C)CC(=O)OC (methyl (2-mercapto-4-methylthiazol-5-yl)acetate), ClCC1=CC=C(OCC=2N=C(OC2C)C2=CC=CC=C2)C=C1 (4-(4-chloromethylphenoxymethyl)-5-methyl-2-phenyloxazole), C([O-])([O-])=O.[K+].[K+] (potassium carbonate), CN(C=O)C (N,N-dimethylformamide). The solvent is O (water). Conditions: time 2 hour. Product: CC=1N=C(SC1CC(=O)OC)SCC1=CC=C(C=C1)OCC=1N=C(OC1C)C1=CC=CC=C1 (methyl [4-methyl-2-[4-(5-methyl-2-phenyl-4-oxazolylmethoxy)benzylthio]thiazol-5-yl]acetate). The yield is 82.4%. Reaction SMILES: [SH:1][C:2]1[S:3][C:4]([CH2:8][C:9]([O:11][CH3:12])=[O:10])=[C:5]([CH3:7])[N:6]=1.Cl[CH2:14][C:15]1[CH:34]=[CH:33][C:18]([O:19][CH2:20][C:21]2[N:22]=[C:23]([C:27]3[CH:32]=[CH:31][CH:30]=[CH:29][CH:28]=3)[O:24][C:25]=2[CH3:26])=[CH:17][CH:16]=1.C(=O)([O-])[O-].[K+].[K+].CN(C)C=O>O>[CH3:7][C:5]1[N:6]=[C:2]([S:1][CH2:14][C:15]2[CH:16]=[CH:17][C:18]([O:19][CH2:20][C:21]3[N:22]=[C:23]([C:27]4[CH:32]=[CH:31][CH:30]=[CH:29][CH:28]=4)[O:24][C:25]=3[CH3:26])=[CH:33][CH:34]=2)[S:3][C:4]=1[CH2:8][C:9]([O:11][CH3:12])=[O:10] |f:2.3.4|. Procedure: A mixture of methyl (2-mercapto-4-methylthiazol-5-yl)acetate (385 mg), 4-(4-chloromethylphenoxymethyl)-5-methyl-2-phenyloxazole (600 mg), potassium carbonate (400 mg) and N,N-dimethylformamide (20 ml) was stirred at room temperature for 2 hrs. The reaction mixture was poured into water and the mixture was extracted with ethyl acetate. The ethyl acetate layer was washed with water, dried (MgSO4) and concentrated. The residue was subjected to silica gel column chromatography, and methyl [4-methyl-...